Dataset: the Open Reaction Database (ORD), a public repository of structured organic reaction records. Task: describe an organic reaction: reactants, conditions, products, and yield Starting materials: CC(C=C)CCCC(CCCC(C)C)C (3,7,11-trimethyl-1-dodecene), ClC1=CC(=CC=C1)C(=O)OO (meta-chloroperbenzoic acid). Run in C(Cl)Cl (methylene chloride). Run at time 6 hour. The product is O1CC1C(CCCC(CCCC(C)C)C)C (1,2-epoxy-3,7,11-trimethyldodecane). The yield is 65.8%. RXN SMILES: [CH3:1][CH:2]([CH2:5][CH2:6][CH2:7][CH:8]([CH3:15])[CH2:9][CH2:10][CH2:11][CH:12]([CH3:14])[CH3:13])[CH:3]=[CH2:4].ClC1C=CC=C(C(OO)=[O:24])C=1>C(Cl)Cl>[O:24]1[CH:3]([CH:2]([CH3:1])[CH2:5][CH2:6][CH2:7][CH:8]([CH3:15])[CH2:9][CH2:10][CH2:11][CH:12]([CH3:14])[CH3:13])[CH2:4]1. Reported procedure: 1H-NMR spectrum (90 MHz) δHMS CDCl3 : 0.80 (d, J=7Hz, 9H), 0.91 (d, J=7Hz, 3H), 1.0~1.75 (m, 14H), 1.75~2.3 (m, 1H), 4.75~5.03 (m, 2H), 5.35~5.87 (m, 1H) ##STR199## To a solution of 9.6 g of 3,7,11-trimethyl-1-dodecene in 200 ml of methylene chloride was added 10.8 g of meta-chloroperbenzoic acid at room temperature, and the mixture was stirred at the same temperature for 6 hours. Thereafter, the reaction mixture was filtered and the filtrate was washed successively with aqueous sodium thiosulfa... Reactants: BrC1=CC=C(C=C1)C(C)(F)F (1-bromo-4-(1,1-difluoroethyl)benzene), Cl (hydrochloric acid), CN(C=O)C (N,N-dimethylformamide). Run in O1CCCC1 (tetrahydrofuran), C(CCC)[Li] (n-butyl lithium). Reaction conditions: time 5 minute. Yields the product FC(C)(F)C1=CC=C(C=O)C=C1 (4-(1,1-Difluoroethyl)benzaldehyde). RXN SMILES: Br[C:2]1[CH:7]=[CH:6][C:5]([C:8]([F:11])([F:10])[CH3:9])=[CH:4][CH:3]=1.CN(C)[CH:14]=[O:15].Cl>O1CCCC1.C([Li])CCC>[F:10][C:8]([C:5]1[CH:6]=[CH:7][C:2]([CH:14]=[O:15])=[CH:3][CH:4]=1)([F:11])[CH3:9]. Procedure: To a solution of 1-bromo-4-(1,1-difluoroethyl)benzene (1.00 g) in tetrahydrofuran (10.0 mL), n-butyl lithium (2.69 mol/L, solution in n-hexane, 1.68 mL) was added at −80° C. and the mixture was stirred at that temperature for 5 minutes. Subsequently, N,N-dimethylformamide (0.522 mL) was added at −80° C. and after stirring the mixture at that temperature for 20 minutes, 2 mol/L hydrochloric acid (2.50 mL) was added. After bringing the reaction mixture to room temperature, two extractions were con... Reactants: O=C(O)c1cnc(O)c(Cl)c1, [I-]. Product: Oc1ncc(I)cc1Cl. Reaction SMILES: [Cl:1][c:2]1[c:3]([OH:11])[n:4][cH:5][c:6]([C:7]([OH:8])=[O:9])[cH:10]1.[I-:12]>>[Cl:1][c:2]1[c:3]([OH:11])[n:4][cH:5][c:6]([I:12])[cH:10]1. Reactants: C(C1=CC=CC=C1)(=O)Cl (benzoyl chloride), O (H2O), [OH-].[Na+] (NaOH), C(C)(C)N1CC2CNCC(C1)C2 (3-Isopropyl-3,7-diazabicyclo[3.3.1]nonane). Solvent: C(Cl)Cl (CH2Cl2), C(C)(=O)OCC (ethyl acetate), C(Cl)Cl (CH2Cl2). Run at time 2.75 hour. Yields the product C(C1=CC=CC=C1)(=O)N1CC2CN(CC(C1)C2)C(C)C (3-Benzoyl-7-isopropyl-3,7-diazabicyclo[3.3.1]nonane). Isolated yield 82.4%. Reaction SMILES: [OH-].[Na+].[CH:3]([N:6]1[CH2:13][CH:12]2[CH2:14][CH:8]([CH2:9][NH:10][CH2:11]2)[CH2:7]1)([CH3:5])[CH3:4].[C:15](Cl)(=[O:22])[C:16]1[CH:21]=[CH:20][CH:19]=[CH:18][CH:17]=1.O>C(Cl)Cl.C(OCC)(=O)C>[C:15]([N:10]1[CH2:11][CH:12]2[CH2:14][CH:8]([CH2:7][N:6]([CH:3]([CH3:5])[CH3:4])[CH2:13]2)[CH2:9]1)(=[O:22])[C:16]1[CH:21]=[CH:20][CH:19]=[CH:18][CH:17]=1 |f:0.1|. Procedure: A three-necked, 50-mL, round-bottomed flask was equipped with a magnetic stirrer, an ice bath, a standard condenser with a N2 inlet, and two glass stoppers. To a solution of 10% NaOH (8.94 g, 22.3 mmol) was added the amine (31, 1.14 g, 6.77 mmol) in CH2Cl2 (15 mL) in one portion. Dropwise addition of a solution of benzoyl chloride (1.05 g, 7.45 mmol) in CH2Cl2 (5 mL) to the mixture over 15 min under N2 was followed by stirring an additional 2.75 h at RT. After the addition of H2O (30 mL), the or... Starting materials: IC1=CC(N(C=C1)CC[C@](C(=O)NO[C@H]1OCCCC1)(S(=O)(=O)C)C)=O ((2R)-4-(4-iodo-2-oxopyridin-1(2H)-yl)-2-methyl-2-(methylsulfonyl)-N-[(2R)-tetrahydro-2H-pyran-2-yloxy]butanamide), CC1(OB(OC1(C)C)C1=CC=C(OC[C@@H]2CC[C@H](CC2)OC2OCCCC2)C=C1)C (2-[(trans-4-{[4-(4,4,5,5-tetramethyl-1,3,2-dioxaborolan-2-yl)phenoxy]methyl}cyclohexyl)oxy]tetrahydro-2H-pyran), C(CCC)(=O)N (butanamide). Product: ONC([C@@](CCN1C(C=C(C=C1)C1=CC=C(C=C1)OC[C@@H]1CC[C@H](CC1)O)=O)(S(=O)(=O)C)C)=O ((2R)—N-hydroxy-4-[4-{4-[(trans-4-hydroxycyclohexyl)methoxy]phenyl}-2-oxopyridin-1(2H)-yl]-2-methyl-2-(methylsulfonyl)butanamide). Isolated yield 66.6%. As a reaction SMILES: I[C:2]1[CH:7]=[CH:6][N:5]([CH2:8][CH2:9][C@@:10]([CH3:25])([S:21]([CH3:24])(=[O:23])=[O:22])[C:11]([NH:13][O:14][C@@H]2CCCCO2)=[O:12])[C:4](=[O:26])[CH:3]=1.CC1(C)C(C)(C)OB([C:35]2[CH:55]=[CH:54][C:38]([O:39][CH2:40][C@H:41]3[CH2:46][CH2:45][C@H:44]([O:47]C4CCCCO4)[CH2:43][CH2:42]3)=[CH:37][CH:36]=2)O1.C(N)(=O)CCC>>[OH:14][NH:13][C:11](=[O:12])[C@:10]([CH3:25])([S:21]([CH3:24])(=[O:22])=[O:23])[CH2:9][CH2:8][N:5]1[CH:6]=[CH:7][C:2]([C:35]2[CH:36]=[CH:37][C:38]([O:39][CH2:40][C@H:41]3[CH2:46][CH2:45][C@H:44]([OH:47])[CH2:43][CH2:42]3)=[CH:54][CH:55]=2)=[CH:3][C:4]1=[O:26]. Procedure: The title compound (489 mg, 49.7%) was prepared from (2R)-4-(4-iodo-2-oxopyridin-1(2H)-yl)-2-methyl-2-(methylsulfonyl)-N-[(2R)-tetrahydro-2H-pyran-2-yloxy]butanamide (742 mg, 1.49 mmol) and 2-[(trans-4-{[4-(4,4,5,5-tetramethyl-1,3,2-dioxaborolan-2-yl)phenoxy]methyl}cyclohexyl)oxy]tetrahydro-2H-pyran (620 mg, 1.49 mmol) by a procedure analogous to that described for (2R)-2-methyl-2-(methylsulfonyl)-4-[2-oxo-4-(4-{[cis-4-(tetrahydro-2H-pyran-2-yloxy)cyclohexyl]methoxy}phenyl)pyridin-1(2H)-yl]-Netr... Reactants: [N+](=O)([O-])C1=CC=C(C=C1)S (4-nitrothiophenol), CC=1C=C(CO)C=C(C1)C (3,5-dimethylbenzyl alcohol), C1(=CC=CC=C1)P(C1=CC=CC=C1)C1=CC=CC=C1 (triphenylphosphine), N(=NC(=O)OCC)C(=O)OCC (diethyl azodicarboxylate). The solvent is O1CCCC1 (tetrahydrofuran), C(C)(=O)OCC (ethyl acetate). Conditions: time 8 hour. Yields the product CC=1C=C(CSC2=CC=C(C=C2)[N+](=O)[O-])C=C(C1)C (4-(3,5-Dimethyl-benzylsulfanyl)-nitrobenzene). Yield: 49.8%. As a reaction SMILES: [N+:1]([C:4]1[CH:9]=[CH:8][C:7]([SH:10])=[CH:6][CH:5]=1)([O-:3])=[O:2].[CH3:11][C:12]1[CH:13]=[C:14]([CH:17]=[C:18]([CH3:20])[CH:19]=1)[CH2:15]O.C1(P(C2C=CC=CC=2)C2C=CC=CC=2)C=CC=CC=1.N(C(OCC)=O)=NC(OCC)=O>O1CCCC1.C(OCC)(=O)C>[CH3:11][C:12]1[CH:19]=[C:18]([CH:17]=[C:14]([CH3:15])[CH:13]=1)[CH2:20][S:10][C:7]1[CH:8]=[CH:9][C:4]([N+:1]([O-:3])=[O:2])=[CH:5][CH:6]=1. Reported procedure: To a solution of 4-nitrothiophenol (0.400 g, 2.57 mmol), 3,5-dimethylbenzyl alcohol (0.38 ml, 2.57 mmol) and triphenylphosphine (0.743 g, 2.84 mmol) in 10 ml anhydrous tetrahydrofuran was added diethyl azodicarboxylate (0.446 ml, 2.84 mmol). The reaction mixture was stirred overnight at room temperature under nitrogen. It was then diluted with 90 ml ethyl acetate and the resulting solution was washed sequentially with 70 ml saturated aqueous sodium bicarbonate solution, 70 ml water and 70 ml bri...